Task: describe an organic reaction: reactants, conditions, products, and yield. Dataset: the Open Reaction Database (ORD), a public repository of structured organic reaction records Reactants: [Al+3], Br, CO, [H-], [H-], [H-], [H-], [Li+], CCOC(=O)C=C(C)C=O, c1ccc(P(c2ccccc2)c2ccccc2)cc1. Yields the product CCOC(=O)CC(C)C=O. Reaction SMILES: [Al+3:2].[BrH:7].[CH3:37][OH:38].[H-:1].[H-:4].[H-:5].[H-:6].[Li+:3].[O:27]=[CH:28][C:29](=[CH:30][C:31](=[O:32])[O:33][CH2:34][CH3:35])[CH3:36].[c:8]1([P:9]([c:10]2[cH:11][cH:12][cH:13][cH:14][cH:15]2)[c:16]2[cH:17][cH:18][cH:19][cH:20][cH:21]2)[cH:22][cH:23][cH:24][cH:25][cH:26]1>>[O:27]=[CH:28][CH:29]([CH2:30][C:31](=[O:32])[O:33][CH2:34][CH3:35])[CH3:36].